Dataset: the Open Reaction Database (ORD), a public repository of structured organic reaction records. Task: describe an organic reaction: reactants, conditions, products, and yield The reactants are CC(=O)C.OS(=O)(=O)O.O=[Cr](=O)=O (Jones reagent), C(CCCCCCCCCCCCCCC)OC[C@@H]1OCCC[C@H]1O (trans-2-hexadecyloxymethyl-3-hydroxytetrahydropyran), C(C)(C)O (isopropanol). Run in C(C)(=O)OCC (ethyl acetate), CC(=O)C (acetone). Run at time 2 hour. Product: C(CCCCCCCCCCCCCCC)OCC1OCCCC1=O (2-Hexadecyloxymethyltetrahydropyran-3-one). RXN SMILES: CC(C)=O.OS(O)(=O)=O.O=[Cr](=O)=O.[CH2:14]([O:30][CH2:31][C@H:32]1[C@H:37]([OH:38])[CH2:36][CH2:35][CH2:34][O:33]1)[CH2:15][CH2:16][CH2:17][CH2:18][CH2:19][CH2:20][CH2:21][CH2:22][CH2:23][CH2:24][CH2:25][CH2:26][CH2:27][CH2:28][CH3:29].C(O)(C)C>CC(C)=O.C(OCC)(=O)C>[CH2:14]([O:30][CH2:31][CH:32]1[C:37](=[O:38])[CH2:36][CH2:35][CH2:34][O:33]1)[CH2:15][CH2:16][CH2:17][CH2:18][CH2:19][CH2:20][CH2:21][CH2:22][CH2:23][CH2:24][CH2:25][CH2:26][CH2:27][CH2:28][CH3:29] |f:0.1.2|. Reported procedure: 5 ml of Jones reagent (1.34 g as chromic anhydride) were added, whilst ice-cooling, to a solution of 4.30 g of dl-trans-2-hexadecyloxymethyl-3-hydroxytetrahydropyran (prepared as described in Preparation 2) in 20 ml of acetone. The mixture was then stirred at room temperature for 2 hours, after which 2 ml of isopropanol were added. The reaction mixture was then stirred for a further 10 minutes, after which it was diluted with 50 ml of ethyl acetate and then washed, in turn, with water, a saturat... Yields the product BrCCCC1=CC(=CC=C1)Cl (1-(3-Bromo-propyl)-3-chloro-benzene). Procedure details: A solution of 3-(3-chloro-phenyl)-propan-1-ol (12.54 g, 73.6 mmol) and N,N′-carbonyl diimidazole (13.12 g, 81 mmol) in CH3CN was stirred at room temperature for 1 h. Allyl bromide (53.43 g, 442 mmol) was added and the reaction was heated at reflux for 24 h. The reaction was cooled to room temperature and brine and EtOAc were added. The aqueous solution was extracted with EtOAc and the organic solution was dried (MgSO4), filtered, and concentrated. Flash chromatography provided the title compound... Yield: 85.0%. Run in [Cl-].[Na+].O (brine), CC#N (CH3CN). As a reaction SMILES: [Cl:1][C:2]1[CH:3]=[C:4]([CH2:8][CH2:9][CH2:10]O)[CH:5]=[CH:6][CH:7]=1.C([Br:15])C=C.CCOC(C)=O>CC#N.[Cl-].[Na+].O>[Br:15][CH2:10][CH2:9][CH2:8][C:4]1[CH:5]=[CH:6][CH:7]=[C:2]([Cl:1])[CH:3]=1 |f:4.5.6|. Reactants: CCOC(=O)C (EtOAc), ClC=1C=C(C=CC1)CCCO (3-(3-chloro-phenyl)-propan-1-ol), N,N′-carbonyl diimidazole, C(C=C)Br (Allyl bromide). Reactants: CC1(C)OB(c2cnc(Cl)c(NS(=O)(=O)c3cccc(OC(F)F)c3)c2)OC1(C)C, Nc1nc2ccc(Br)cc2s1, [Na+], [Na+], O=C([O-])[O-], C1COCCO1, O, c1ccc(P(c2ccccc2)(c2ccccc2)[Pd](P(c2ccccc2)(c2ccccc2)c2ccccc2)(P(c2ccccc2)(c2ccccc2)c2ccccc2)P(c2ccccc2)(c2ccccc2)c2ccccc2)cc1. Yields the product Nc1nc2ccc(-c3cnc(Cl)c(NS(=O)(=O)c4cccc(OC(F)F)c4)c3)cc2s1. Reaction SMILES: [Cl:1][c:2]1[n:3][cH:4][c:5]([B:22]2[O:23][C:24]([CH3:25])([CH3:26])[C:27]([CH3:28])([CH3:29])[O:30]2)[cH:6][c:7]1[NH:8][S:9](=[O:10])(=[O:11])[c:12]1[cH:13][c:14]([O:18][CH:19]([F:20])[F:21])[cH:15][cH:16][cH:17]1.[NH2:31][c:32]1[s:33][c:34]2[c:35]([n:36]1)[cH:37][cH:38][c:39]([Br:41])[cH:40]2.[Na+:42].[Na+:43].[O-:44][C:45](=[O:46])[O-:47].[O:48]1[CH2:49][CH2:50][O:51][CH2:52][CH2:53]1.[OH2:54].[cH:55]1[cH:56][cH:57][c:58]([P:59]([Pd:60]([P:61]([c:62]2[cH:63][cH:64][cH:65][cH:66][cH:67]2)([c:68]2[cH:69][cH:70][cH:71][cH:72][cH:73]2)[c:74]2[cH:75][cH:76][cH:77][cH:78][cH:79]2)([P:80]([c:81]2[cH:82][cH:83][cH:84][cH:85][cH:86]2)([c:87]2[cH:88][cH:89][cH:90][cH:91][cH:92]2)[c:93]2[cH:94][cH:95][cH:96][cH:97][cH:98]2)[P:99]([c:100]2[cH:101][cH:102][cH:103][cH:104][cH:105]2)([c:106]2[cH:107][cH:108][cH:109][cH:110][cH:111]2)[c:112]2[cH:113][cH:114][cH:115][cH:116][cH:117]2)([c:118]2[cH:119][cH:120][cH:121][cH:122][cH:123]2)[c:124]2[cH:125][cH:126][cH:127][cH:128][cH:129]2)[cH:130][cH:131]1>>[Cl:1][c:2]1[n:3][cH:4][c:5](-[c:39]2[cH:38][cH:37][c:35]3[c:34]([s:33][c:32]([NH2:31])[n:36]3)[cH:40]2)[cH:6][c:7]1[NH:8][S:9](=[O:10])(=[O:11])[c:12]1[cH:13][c:14]([O:18][CH:19]([F:20])[F:21])[cH:15][cH:16][cH:17]1. Starting materials: ClC1=NC=2N3C(C(N(C2C=N1)CC1COCC1)=O)COCC3 (2-Chloro-5-((tetrahydrofuran-3-yl)methyl)-6a,7,9,10-tetrahydro-[1,4]oxazino[3,4-h]pteridin-6(5H)-one), IC (iodomethane), CC(C)(C)[O-].[Na+] (Sodium 2-methylpropan-2-olate). The solvent is O (water), CS(=O)C (DMSO), CS(=O)C (DMSO). Run at time 1 hour. The product is ClC1=NC=2N3C(C(N(C2C=N1)CC1COCC1)=O)(COCC3)C (2-chloro-6a-methyl-5-((tetrahydrofuran-3-yl)methyl)-6a,7,9,10-tetrahydro-[1,4]oxazino[3,4-h]pteridin-6(5H)-one). The yield is 116.9%. As a reaction SMILES: [Cl:1][C:2]1[N:11]=[CH:10][C:9]2[N:8]([CH2:12][CH:13]3[CH2:17][CH2:16][O:15][CH2:14]3)[C:7](=[O:18])[CH:6]3[CH2:19][O:20][CH2:21][CH2:22][N:5]3[C:4]=2[N:3]=1.IC.[CH3:25]C([O-])(C)C.[Na+]>CS(C)=O.O>[Cl:1][C:2]1[N:11]=[CH:10][C:9]2[N:8]([CH2:12][CH:13]3[CH2:17][CH2:16][O:15][CH2:14]3)[C:7](=[O:18])[C:6]3([CH3:25])[CH2:19][O:20][CH2:21][CH2:22][N:5]3[C:4]=2[N:3]=1 |f:2.3|. Procedure: 2-Chloro-5-((tetrahydrofuran-3-yl)methyl)-6a,7,9,10-tetrahydro-[1,4]oxazino[3,4-h]pteridin-6(5H)-one (320 mg, 0.985 mmol) and iodomethane (0.307 ml, 4.93 mmol) were frozen in DMSO (2 ml). Sodium 2-methylpropan-2-olate (284 mg, 2.96 mmol) was added and covered by a layer of DMSO. The mixture was allowed to warm to room temperature and stir for 1 hour, then was diluted with water then extracted twice with EtOAc. The organic layers were combined, dried over magnesium sulfate, filtered, and evaporat...